Dataset: the Open Reaction Database (ORD), a public repository of structured organic reaction records. Task: describe an organic reaction: reactants, conditions, products, and yield The reactants are ClC1=C(C=CC(=C1)F)O (2-chloro-4-fluorophenol), ClCC(C)=O (chloroacetone), C([O-])([O-])=O.[K+].[K+] (potassium carbonate). Reagents/catalysts: [I-].[K+] (potassium iodide). The solvent is CC(=O)C (acetone). Product: ClC1=C(OCC(C)=O)C=CC(=C1)F (1-(2-chloro-4-fluorophenoxy)-2-propanone). Isolated yield 98.0%. Reaction SMILES: [Cl:1][C:2]1[CH:7]=[C:6]([F:8])[CH:5]=[CH:4][C:3]=1[OH:9].Cl[CH2:11][C:12](=[O:14])[CH3:13].C(=O)([O-])[O-].[K+].[K+]>CC(C)=O.[I-].[K+]>[Cl:1][C:2]1[CH:7]=[C:6]([F:8])[CH:5]=[CH:4][C:3]=1[O:9][CH2:11][C:12](=[O:14])[CH3:13] |f:2.3.4,6.7|. Procedure: A mixture of 2-chloro-4-fluorophenol (3.00 g, 20.4 mmol), chloroacetone (2.12 mL, 26.6 mmol), potassium carbonate (4.24 g, 30.7 mmol) and potassium iodide (0.20 g, catalytic) in acetone (30 mL) was heated at reflux for 4 h, cooled and filtered. The filtrate was concentrated under reduced pressure to provide the title compound as a yellow solid (4.05 g).